This data is from the Open Reaction Database (ORD), a public repository of structured organic reaction records. The task is: describe an organic reaction: reactants, conditions, products, and yield Reactants: ClCCCBr, CCC(C)=O, CN(C)S(=O)(=O)c1cccc2c1Sc1ccc(OCc3ccccc3)cc1N2, [K+], [OH-]. RXN SMILES: [Br:1][CH2:2][CH2:3][CH2:4][Cl:5].[CH2:36]([C:37]([CH3:38])=[O:39])[CH3:40].[CH2:6]([c:7]1[cH:8][cH:9][cH:10][cH:11][cH:12]1)[O:13][c:14]1[cH:15][c:16]2[c:25]([cH:26][cH:27]1)[S:24][c:23]1[c:18]([cH:19][cH:20][cH:21][c:22]1[S:28]([N:29]([CH3:30])[CH3:31])(=[O:32])=[O:33])[NH:17]2.[K+:35].[OH-:34]>>[CH2:2]([CH2:3][CH2:4][Cl:5])[N:17]1[c:16]2[cH:15][c:14]([O:13][CH2:6][c:7]3[cH:8][cH:9][cH:10][cH:11][cH:12]3)[cH:27][cH:26][c:25]2[S:24][c:23]2[c:18]1[cH:19][cH:20][cH:21][c:22]2[S:28]([N:29]([CH3:30])[CH3:31])(=[O:32])=[O:33]. The product is CN(C)S(=O)(=O)c1cccc2c1Sc1ccc(OCc3ccccc3)cc1N2CCCCl. The reactants are C(C1=CC=CC=C1)=C1C(C[C@]2(CCN(C[C@@H]2C1)C)C1=CC(=CC=C1)OC)=O ((±)-trans-7-benzylidene-1,2,3,4,4a,5,6,7,8,8a-decahydro-2-methyl-4a-(3-methoxyphenyl)-6-isoquinolinone), B(Br)(Br)Br (boron tribromide), C(Cl)(Cl)Cl (CHCl3). As a reaction SMILES: [CH:1](=[C:8]1[CH2:17][C@@H:16]2[C@:11]([C:19]3[CH:24]=[CH:23][CH:22]=[C:21]([O:25]C)[CH:20]=3)([CH2:12][CH2:13][N:14]([CH3:18])[CH2:15]2)[CH2:10][C:9]1=[O:27])[C:2]1[CH:7]=[CH:6][CH:5]=[CH:4][CH:3]=1.B(Br)(Br)Br.C(Cl)(Cl)[Cl:33]>>[ClH:33].[CH:1](=[C:8]1[CH2:17][C@@H:16]2[C@:11]([C:19]3[CH:24]=[CH:23][CH:22]=[C:21]([OH:25])[CH:20]=3)([CH2:12][CH2:13][N:14]([CH3:18])[CH2:15]2)[CH2:10][C:9]1=[O:27])[C:2]1[CH:7]=[CH:6][CH:5]=[CH:4][CH:3]=1 |f:3.4|. Procedure details: The reaction was conducted as described in Example 3, using 0.1 g (0.28 mmol) di (±)-trans-7-benzylidene-1,2,3,4,4a,5,6,7,8,8a-decahydro-2-methyl-4a-(3-methoxyphenyl)-6-isoquinolinone, 0.16 ml (1.7 mmol) of boron tribromide and 6 ml of dry CHCl3. The crude reaction mixture was purified by flash chromatography, eluting with a mixture CH2Cl2 /MeOH/conc. NH4OH 86:10:0.6 respectively. The resulting solid was dissolved in MeOH and the solution brought to acidic pH with Et2O/HCl. The solvent was remov... Yields the product Cl.C(C1=CC=CC=C1)=C1C(C[C@]2(CCN(C[C@@H]2C1)C)C1=CC(=CC=C1)O)=O ((±)-trans-7-Benzylidene-1,2,3,4,4a,5,6,7,8,8a-decahydro-4a-(3-hydroxyphenyl)-2-methyl-6-isoquinolinone hydrochloride). The reactants are [OH-].[K+] (potassium hydroxide), BrC1=C(N(C2=CC=C(C=C12)OCC1=CC=CC=C1)C)C(=O)OCC (ethyl 3-bromo-1-methyl-5-(phenylmethoxy)-1 H-indole-2-carboxylate). Run in CO (methanol). Product: BrC1=C(N(C2=CC=C(C=C12)OCC1=CC=CC=C1)C)C(=O)O (3-Bromo-1-methyl-5-(phenylmethoxy)-1H-indole-2-carboxylic acid). The yield is 96.3%. Reaction SMILES: [OH-].[K+].[Br:3][C:4]1[C:12]2[C:7](=[CH:8][CH:9]=[C:10]([O:13][CH2:14][C:15]3[CH:20]=[CH:19][CH:18]=[CH:17][CH:16]=3)[CH:11]=2)[N:6]([CH3:21])[C:5]=1[C:22]([O:24]CC)=[O:23]>CO>[Br:3][C:4]1[C:12]2[C:7](=[CH:8][CH:9]=[C:10]([O:13][CH2:14][C:15]3[CH:20]=[CH:19][CH:18]=[CH:17][CH:16]=3)[CH:11]=2)[N:6]([CH3:21])[C:5]=1[C:22]([OH:24])=[O:23] |f:0.1|. Reported procedure: A solution of potassium hydroxide (17.0 g, 303 mmol) in 3.0 L of 50% aqueous methanol is treated with ethyl 3-bromo-1-methyl-5-(phenylmethoxy)-1 H-indole-2-carboxylate (55.4 g, 143 mmol). The mixture is stirred at reflux for 5 hours, than decanted while warm from any insoluble material into 600 mL of hot water. The warm solution is quickly acidified with 100 mL of 4.0N HCl. An additional 1.0 L of cold water is added, and the mixture is stirred for 1 hour. The precipitated solid is filtered, stir... Starting materials: I.N=C1SCCN1CCCC (2-imino-3-n-butylthiazolidine hydroiodide), [OH-].[K+] (potassium hydroxide). The solvent is CO (methanol). Product: N=C1SCCN1CCCC (2-imino-3-n-butylthiazolidine). Reaction SMILES: I.[NH:2]=[C:3]1[N:7]([CH2:8][CH2:9][CH2:10][CH3:11])[CH2:6][CH2:5][S:4]1.[OH-].[K+]>CO>[NH:2]=[C:3]1[N:7]([CH2:8][CH2:9][CH2:10][CH3:11])[CH2:6][CH2:5][S:4]1 |f:0.1,2.3|. Reported procedure: Then, the 2-imino-3-n-butylthiazolidine hydroiodide was stirred together with 5.28 g (80 mmol) of 85% potassium hydroxide in 300 ml of methanol at room temperature for one hour. Methanol was distilled off under reduced pressure. Then, 200 ml of chloroform was added to the residue, and precipitated insoluble matters were removed by filtration. Chloroform was distilled off under reduced pressure, and 6.9 g of 2-imino-3-n-butylthiazolidine was obtained by distillation under reduced pressure. Product: C(C)(C)N1CCN(CC1)C(=O)[C@@H]1CC[C@H](CC1)OC1=CC=C(C=C1)C=1OC(=NN1)C (trans-(4-Isopropyl-piperazin-1-yl)-{4-[4-(5-methyl-[1,3,4]oxadiazol-2-yl)-phenoxy]-cyclohexyl}-methanone). Reported procedure: A mixture of 100 mg (0.26 mmol) of trans-4-[4-(4-Isopropyl-piperazine-1-carbonyl)-cyclohexyloxy]-benzoic acid hydrazide and 4 ml of trimethyl orthoacetate was stirred for 10 min at 120° C. using microwave reactor. After evaporation, the mixture was diluted with AcOEt, washed with saturated NaHCO3 solution, water and brine, dried over Na2SO4, and evaporated. The residue was purified by column chromatography on silica eluting with dichloromethane and methanol=from 98:2 to 19:1. The combined produc... Reaction SMILES: [CH:1]([N:4]1[CH2:9][CH2:8][N:7]([C:10]([C@H:12]2[CH2:17][CH2:16][C@H:15]([O:18][C:19]3[CH:28]=[CH:27][C:22]([C:23]([NH:25][NH2:26])=[O:24])=[CH:21][CH:20]=3)[CH2:14][CH2:13]2)=[O:11])[CH2:6][CH2:5]1)([CH3:3])[CH3:2].[C:29](OC)(OC)(OC)[CH3:30]>>[CH:1]([N:4]1[CH2:9][CH2:8][N:7]([C:10]([C@H:12]2[CH2:17][CH2:16][C@H:15]([O:18][C:19]3[CH:20]=[CH:21][C:22]([C:23]4[O:24][C:29]([CH3:30])=[N:26][N:25]=4)=[CH:27][CH:28]=3)[CH2:14][CH2:13]2)=[O:11])[CH2:6][CH2:5]1)([CH3:3])[CH3:2]. Reactants: C(C)(C)N1CCN(CC1)C(=O)[C@@H]1CC[C@H](CC1)OC1=CC=C(C(=O)NN)C=C1 (trans-4-[4-(4-Isopropyl-piperazine-1-carbonyl)-cyclohexyloxy]-benzoic acid hydrazide), C(C)(OC)(OC)OC (trimethyl orthoacetate). Reaction conditions: temperature 120 celsius, time 10 minute. Yield: 14.0%. Reaction SMILES: [Cl:1][C:2]1[CH:7]=[CH:6][C:5]([C:8]2[N:9]=[C:10]3[CH:15]=[CH:14][CH:13]=[CH:12][N:11]3[C:16]=2[CH2:17][N:18]2[CH:23]=[CH:22][C:21]([NH:24][CH2:25]C)=[N:20][C:19]2=[O:27])=[CH:4][CH:3]=1.ClC1C=CN(CC2N3C=CC=CC3=NC=2C2C=CC(Cl)=CC=2)C(=O)N=1.CN>>[Cl:1][C:2]1[CH:3]=[CH:4][C:5]([C:8]2[N:9]=[C:10]3[CH:15]=[CH:14][CH:13]=[CH:12][N:11]3[C:16]=2[CH2:17][N:18]2[CH:23]=[CH:22][C:21]([NH:24][CH3:25])=[N:20][C:19]2=[O:27])=[CH:6][CH:7]=1. Product: ClC1=CC=C(C=C1)C=1N=C2N(C=CC=C2)C1CN1C(N=C(C=C1)NC)=O (1-((2-(4-chlorophenyl)imidazo[1,2-a]pyridin-3-yl)methyl)-4-(methylamino)pyrimidin-2(1H)-one). Starting materials: ClC1=CC=C(C=C1)C=1N=C2N(C=CC=C2)C1CN1C(N=C(C=C1)NCC)=O (1-((2-(4-chlorophenyl)imidazo[1,2-a]pyridin-3-yl)methyl)-4-(ethylamino)pyrimidin-2(1H)-one), ClC1=NC(N(C=C1)CC1=C(N=C2N1C=CC=C2)C2=CC=C(C=C2)Cl)=O (4-chloro-1-((2-(4-chlorophenyl)imidazo[1,2-a]pyridin-3-yl)methyl)pyrimidin-2(1H)-one), CN (methylamine). Reported procedure: The title compound was prepared according to the experimental for compound 132 from 4-chloro-1-((2-(4-chlorophenyl)imidazo[1,2-a]pyridin-3-yl)methyl)pyrimidin-2(1H)-one and methylamine. M/e− 366 for C19H17ClN5O (M+H)+; 1H-NMR (400 MHz, CDCl3) δ 8.42 (d, J=6.6 Hz, 1H), 7.68 (d, J=8.4 Hz, 2H), 7.62 (m, 1H), 7.46 (d, 8.4 Hz, 2H), 7.28 (d, J=7.7 Hz, 1H), 6.86 (t, J=6.9 Hz, 1H), 6.64 (d, J=7.3 Hz, 1H), 5.51 (s, 2H), 5.41 (d, J=7.3 Hz, 1H), 5.24 (bs, 1H), 2.98 (s, 3H) ppm. Starting materials: OC1=C(N=NC2=CC=C(C=C12)I)C(=O)OCC (ethyl 4-hydroxy-6-iodo-3-cinnolinecarboxylate), ClC1=CC=C(CN)C=C1 (4-chlorobenzylamine). Solvent: CCOC(=O)C (EtOAc), Hexanes. Yields the product ClC1=CC=C(CNC(=O)C=2N=NC3=CC=C(C=C3C2O)I)C=C1 (N-(4-chlorobenzyl)-4-hydroxy-6-iodo-3-cinnolinecarboxamide). RXN SMILES: [OH:1][C:2]1[C:11]2[C:6](=[CH:7][CH:8]=[C:9]([I:12])[CH:10]=2)[N:5]=[N:4][C:3]=1[C:13]([O:15]CC)=O.[Cl:18][C:19]1[CH:26]=[CH:25][C:22]([CH2:23][NH2:24])=[CH:21][CH:20]=1>CCOC(C)=O>[Cl:18][C:19]1[CH:26]=[CH:25][C:22]([CH2:23][NH:24][C:13]([C:3]2[N:4]=[N:5][C:6]3[C:11]([C:2]=2[OH:1])=[CH:10][C:9]([I:12])=[CH:8][CH:7]=3)=[O:15])=[CH:21][CH:20]=1. Procedure: A solution of ethyl 4-hydroxy-6-iodo-3-cinnolinecarboxylate (0.27 g, 0.79 mmol) and 4-chlorobenzylamine (3.50 mL, 28.77 mmol) is heated at 90° C. for 30 minutes. The reaction is cooled slightly and poured into 25 mL EtOAc. Hexanes are added to precipitate the product and the resulting solid is filtered and dried. The product is further purified by trituration with CH2Cl2/hexanes (0.29 g, 0.67 nmmol, 85%). Physical characteristics are as follows: m.p. 307-308° C.; 1H NMR (300 MHz, DMSO-d6) δ 9.99... Reactants: CCOC(=O)c1cc2c(Oc3ccc(C)cc3)cccc2[nH]1, CO, [Li+], [OH-], O. The product is Cc1ccc(Oc2cccc3[nH]c(C(=O)O)cc23)cc1. Reaction SMILES: [CH2:1]([CH3:2])[O:3][C:4](=[O:5])[c:6]1[nH:7][c:8]2[cH:9][cH:10][cH:11][c:12]([O:15][c:16]3[cH:17][cH:18][c:19]([CH3:22])[cH:20][cH:21]3)[c:13]2[cH:14]1.[CH3:25][OH:26].[Li+:24].[OH-:23].[OH2:27]>>[O:3]=[C:4]([OH:5])[c:6]1[nH:7][c:8]2[cH:9][cH:10][cH:11][c:12]([O:15][c:16]3[cH:17][cH:18][c:19]([CH3:22])[cH:20][cH:21]3)[c:13]2[cH:14]1.